From a dataset of the Open Reaction Database (ORD), a public repository of structured organic reaction records. describe an organic reaction: reactants, conditions, products, and yield Reactants: CC1(OC(CC1O)(CC)COCC1=CC=CC=C1)C (2,2-Dimethyl-3-hydroxy-5-benzyloxymethyl-5-ethyloxolane), suspension, [H-].[Na+] (sodium hydride), N1=C(N=CC=C1)Cl (2-pyrimidinyl chloride). Solvent: C1(=CC=CC=C1)C (toluene), C1(=CC=CC=C1)C (toluene), [Cl-].[Na+].O (brine). Yields the product CC1(OC(CC1OC1=NC=CC=N1)(CC)COCC1=CC=CC=C1)C (2,2-Dimethyl-3-(2-pyrimidinyloxy)-5-benzyloxymethyl-5-ethyloxolane). The yield is 96.5%. Reaction SMILES: [CH3:1][C:2]1([CH3:19])[CH:6]([OH:7])[CH2:5][C:4]([CH2:10][O:11][CH2:12][C:13]2[CH:18]=[CH:17][CH:16]=[CH:15][CH:14]=2)([CH2:8][CH3:9])[O:3]1.[H-].[Na+].[N:22]1[CH:27]=[CH:26][CH:25]=[N:24][C:23]=1Cl>C1(C)C=CC=CC=1.[Cl-].[Na+].O>[CH3:19][C:2]1([CH3:1])[CH:6]([O:7][C:23]2[N:24]=[CH:25][CH:26]=[CH:27][N:22]=2)[CH2:5][C:4]([CH2:10][O:11][CH2:12][C:13]2[CH:18]=[CH:17][CH:16]=[CH:15][CH:14]=2)([CH2:8][CH3:9])[O:3]1 |f:1.2,5.6.7|. Reported procedure: 1 g of the alcohol of Example 3 was added to 220 mg of a 50% suspension of sodium hydride in oil dissolved in toluene (15 ml) and the mixture was stirred under reflux for 1 hour. 2-pyrimidinyl chloride (625 mg) in 10 ml toluene was added over 30 minutes. The mixture was stirred at reflux temperature for 16 hours. The mixture was then poured into brine and extracted with diethyl ether. The ether extract was dried over magnesium sulphate and evaporated to yield a residue which was purified on a si... Starting materials: C([O-])([O-])=O.[K+].[K+] (potassium carbonate), C(C)(C)(C)OC(=O)N1CC(C1)C1=C(C=C(C=C1)O)O (3-(2,4-dihydroxyphenyl)azetidine-1-carboxylic acid tert-butyl ester), C(C)C(=O)C (methyl ethyl ketone). The product is C(C)(C)(C)OC(=O)N1CC(C1)C1=C(C=C(C=C1)OCC1=CC=CC=C1)OCC1=CC=CC=C1 (3-(2,4-Bis(benzyloxy)phenyl)azetidine-1-carboxylic acid tert-butyl ester). As a reaction SMILES: C(=O)([O-])[O-].[K+].[K+].[C:7]([O:11][C:12]([N:14]1[CH2:17][CH:16]([C:18]2[CH:23]=[CH:22][C:21]([OH:24])=[CH:20][C:19]=2[OH:25])[CH2:15]1)=[O:13])([CH3:10])([CH3:9])[CH3:8].[CH2:26]([C:28]([CH3:30])=O)[CH3:27]>>[C:7]([O:11][C:12]([N:14]1[CH2:15][CH:16]([C:18]2[CH:23]=[CH:22][C:21]([O:24][CH2:30][C:28]3[CH:9]=[CH:7][CH:8]=[CH:27][CH:26]=3)=[CH:20][C:19]=2[O:25][CH2:16][C:18]2[CH:23]=[CH:22][CH:21]=[CH:20][CH:19]=2)[CH2:17]1)=[O:13])([CH3:10])([CH3:8])[CH3:9] |f:0.1.2|. Procedure: In a 25 ml round-bottomed flask, 1.35 g of potassium carbonate are added in small portions to a solution of 0.86 g of 3-(2,4-dihydroxyphenyl)azetidine-1-carboxylic acid tert-butyl ester (Example 1) in 9 ml of methyl ethyl ketone. The reactants are [Cl-].[Al+3].[Cl-].[Cl-] (Aluminium chloride), ClC(C(=O)C1=C(C=C(C=C1)C)C)(C)C (2-Chloro-2,2′,4′-trimethylpropiophenone), ice water. The solvent is CCCCCCC (heptane), ClCCl (dichloromethane). Conditions: time 1 hour. The product is CC1C(C2=C(C=C(C=C2C1)C)C)=O (2,5,7-trimethyl-1-indanone). RXN SMILES: [Cl-].[Al+3].[Cl-].[Cl-].Cl[C:6]([CH3:18])([CH3:17])[C:7]([C:9]1[CH:14]=[CH:13][C:12]([CH3:15])=[CH:11][C:10]=1[CH3:16])=[O:8]>ClCCl.CCCCCCC>[CH3:17][CH:6]1[CH2:18][C:14]2[C:9](=[C:10]([CH3:16])[CH:11]=[C:12]([CH3:15])[CH:13]=2)[C:7]1=[O:8] |f:0.1.2.3|. Reported procedure: Aluminium chloride (38 g, 0.29 mole) was suspended in 200 ml of anhydrous dichloromethane. 2-Chloro-2,2′,4′-trimethylpropiophenone (30.0 g, 0.14 mole) in 30 ml of heptane was slowly added to this suspension. During the addition (30 min) the temperature was kept at room temperature. After the addition was completed, the reaction mixture was stirred for 1 h at room temperature. The reaction mixture was poured onto 400 g of ice water, and the organic layer was separated. The organic layer was succe... Starting materials: [H][H] (hydrogen), ClC1=C(C(=CC(=C1)C(F)(F)F)Cl)C1=NN(C(=C1[N+](=O)[O-])SC)C (3-(2,6-dichloro-4-trifluoromethylphenyl)-1-methyl-5-methylsulfenyl-4-nitropyrazole), ClC1=C(C(=CC(=C1)C(F)(F)F)Cl)C1=NN(C(=C1[N+](=O)[O-])SC)C (3-(2,6-dichloro-4-trifluoromethylphenyl)-1-methyl-5-methylsulfenyl-4-nitropyrazole). Reagents/catalysts: [C].[Pd] (palladium carbon). The solvent is C(C)O (ethanol). Reaction conditions: time 1 hour. Yields the product NC=1C(=NN(C1SC)C)C1=C(C=C(C=C1Cl)C(F)(F)F)Cl (4-amino-3-(2,6-dichloro-4-trifluoromethylphenyl)-1-methyl-5-(methylsulfenyl)pyrazole), liquid. Yield: 67.3%. As a reaction SMILES: [Cl:1][C:2]1[CH:7]=[C:6]([C:8]([F:11])([F:10])[F:9])[CH:5]=[C:4]([Cl:12])[C:3]=1[C:13]1[C:17]([N+:18]([O-])=O)=[C:16]([S:21][CH3:22])[N:15]([CH3:23])[N:14]=1.[H][H]>C(O)C.[C].[Pd]>[NH2:18][C:17]1[C:13]([C:3]2[C:4]([Cl:12])=[CH:5][C:6]([C:8]([F:10])([F:11])[F:9])=[CH:7][C:2]=2[Cl:1])=[N:14][N:15]([CH3:23])[C:16]=1[S:21][CH3:22] |f:3.4|. Procedure: A suspension of 0.15 g of 3-(2,6-dichloro-4-trifluoromethylphenyl)-1-methyl-5-methylsulfenyl-4-nitropyrazole (compound 13) and 0.1 g of 10% palladium carbon in ethanol was stirred for 1 hour while introducing hydrogen gas into the mixture at room temperature at atmospheric pressure. The reaction mixture was filtered through Celite, the filtrate was concentrated under reduced pressure, and the resulting residue was purified by column chromatography on silica gel (eluent: ether/hexane=1/4) to obta... The reactants are C(=O)(OC(C)(C)C)N[C@H]([C@H](C[C@H](C(=O)O)CC1=CC=C(C=C1)OCC1=CC=CC=C1)O)CC1=CC=CC=C1 (5(S)-(Boc-amino)-4(S)-hydroxy-6-phenyl-2(R)-(p-benzyloxyphenylmethyl)-hexanoic acid), C(C)(C)(C)[Si](Cl)(C)C (tert-butyldimethylchlorosilane), N1C=NC=C1 (imidazole), silyl ester, C([O-])([O-])=O.[K+].[K+] (potassium carbonate), crude product. Solvent: CN(C)C=O (DMF), CO.C1CCOC1.O (methanol THF water), CCCCCC.C(C)(=O)OCC (hexane ethyl acetate). Yields the product C(=O)(OC(C)(C)C)N[C@H]([C@H](C[C@H](C(=O)O)CC1=CC=C(C=C1)OCC1=CC=CC=C1)O[Si](C)(C)C(C)(C)C)CC1=CC=CC=C1 (5(S)-(Boc-amino)-4(S)-(tert-butyldimethylsilyloxy)-6-phenyl-2(R)-(p-benzyloxyphenylmethyl)-hexanoic acid). Reaction SMILES: [C:1]([NH:8][C@@H:9]([CH2:32][C:33]1[CH:38]=[CH:37][CH:36]=[CH:35][CH:34]=1)[C@@H:10]([OH:31])[CH2:11][C@@H:12]([CH2:16][C:17]1[CH:22]=[CH:21][C:20]([O:23][CH2:24][C:25]2[CH:30]=[CH:29][CH:28]=[CH:27][CH:26]=2)=[CH:19][CH:18]=1)[C:13]([OH:15])=[O:14])([O:3][C:4]([CH3:7])([CH3:6])[CH3:5])=[O:2].[C:39]([Si:43]([CH3:46])([CH3:45])Cl)([CH3:42])([CH3:41])[CH3:40].N1C=CN=C1.C(=O)([O-])[O-].[K+].[K+]>CN(C=O)C.CO.C1COCC1.O.CCCCCC.C(OCC)(=O)C>[C:1]([NH:8][C@@H:9]([CH2:32][C:33]1[CH:34]=[CH:35][CH:36]=[CH:37][CH:38]=1)[C@@H:10]([O:31][Si:43]([C:39]([CH3:42])([CH3:41])[CH3:40])([CH3:46])[CH3:45])[CH2:11][C@@H:12]([CH2:16][C:17]1[CH:18]=[CH:19][C:20]([O:23][CH2:24][C:25]2[CH:30]=[CH:29][CH:28]=[CH:27][CH:26]=2)=[CH:21][CH:22]=1)[C:13]([OH:15])=[O:14])([O:3][C:4]([CH3:6])([CH3:7])[CH3:5])=[O:2] |f:3.4.5,7.8.9,10.11|. Procedure: Analogously to Example 1j), 1.4 g (2.69 mmol) of 5(S)-(Boc-amino)-4(S)-hydroxy-6-phenyl-2(R)-(p-benzyloxyphenylmethyl)-hexanoic acid in 2.9 ml of DMF are silylated with 1.87 g (12.4 mmol) of tert-butyldimethylchlorosilane and 1.5 g (22 mmol) of imidazole. Hydrolysis of the silyl ester function with 2.2 g of potassium carbonate in 63 ml of methanol/THF/water 3:1:1 and column chromatography (SiO2, hexane/ethyl acetate 2:1) of the crude product yields the title compound: TLC Rf (D)=0.17; tRet (II)=...